This data is from the Open Reaction Database (ORD), a public repository of structured organic reaction records. The task is: describe an organic reaction: reactants, conditions, products, and yield Starting materials: C(C)(C)(C)OC(NC1CCN(CC1)C1=CC=C(C=C1)OC1=CC=CC=C1)=O ([1-(4-Phenoxy-phenyl)-piperidin-4-yl]-carbamic acid tert-butyl ester), Cl (HCl). Solvent: O1CCOCC1 (dioxane). Yields the product Cl.O(C1=CC=CC=C1)C1=CC=C(C=C1)N1CCC(CC1)N (1-(4-Phenoxy-phenyl)-piperidin-4-ylamine hydrochloride). The yield is 76.0%. RXN SMILES: C(OC(=O)[NH:7][CH:8]1[CH2:13][CH2:12][N:11]([C:14]2[CH:19]=[CH:18][C:17]([O:20][C:21]3[CH:26]=[CH:25][CH:24]=[CH:23][CH:22]=3)=[CH:16][CH:15]=2)[CH2:10][CH2:9]1)(C)(C)C.[ClH:28]>O1CCOCC1>[ClH:28].[O:20]([C:17]1[CH:18]=[CH:19][C:14]([N:11]2[CH2:12][CH2:13][CH:8]([NH2:7])[CH2:9][CH2:10]2)=[CH:15][CH:16]=1)[C:21]1[CH:26]=[CH:25][CH:24]=[CH:23][CH:22]=1 |f:3.4|. Reported procedure: The title compound (0.21 g, 76%) was prepared from the compound from step 1 (0.30 g, 0.81 mmol) and 4 N HCl in dioxane by the procedure described in step 2 of Example 4: MS (ESI) m/z 269 (M+H); 1H NMR (500 MHz, DMSO-d6) δ 1.86 (br, 2H), 2.08 (m, 2H), 3.10 (br, 1H), 3.30 (br, 2H) 3.66 (m, 2H), 5.25 (br, 2H), 6.96-7.03 (m, 4H), 7.12 (m, 2H). 7.38 (m, 3H), 8.22 (br, 2H).